From a dataset of the Open Reaction Database (ORD), a public repository of structured organic reaction records. describe an organic reaction: reactants, conditions, products, and yield The reactants are COC(C(=COC)C(C1=CC(=C(C=C1)C)C)=O)=O (2-(3,4-Dimethyl-benzoyl)-3-methoxy-acrylic acid methyl ester), CC=1C=CC(=NC1C)N (5,6-Dimethyl-pyridin-2-ylamine), C1(=CC=CC=C1)OC1=CC=CC=C1 (diphenyl ether). The product is CC=1C=C(C(=O)C2=CNC3=NC(=C(C=C3C2=O)C)C)C=CC1C (3-(3,4-Dimethyl-benzoyl)-6,7-dimethyl-1H-[1,8]naphthyridin-4-one). Yield: 11.2%. Reaction SMILES: CO[C:3](=[O:18])[C:4]([C:8](=[O:17])[C:9]1[CH:14]=[CH:13][C:12]([CH3:15])=[C:11]([CH3:16])[CH:10]=1)=[CH:5]OC.[CH3:19][C:20]1[CH:21]=[CH:22][C:23]([NH2:27])=[N:24][C:25]=1[CH3:26].C1(OC2C=CC=CC=2)C=CC=CC=1>>[CH3:16][C:11]1[CH:10]=[C:9]([CH:14]=[CH:13][C:12]=1[CH3:15])[C:8]([C:4]1[C:3](=[O:18])[C:22]2[C:23](=[N:24][C:25]([CH3:26])=[C:20]([CH3:19])[CH:21]=2)[NH:27][CH:5]=1)=[O:17]. Procedure details: Experimental conditions analogous to those described for Step 1 of Example 1 were used with 0.50 g (2.01 mmol) 2-(3,4-Dimethyl-benzoyl)-3-methoxy-acrylic acid methyl ester, 0.25 g (2.01 mmol) of 5,6-Dimethyl-pyridin-2-ylamine, and 15 mL of diphenyl ether to yield 68.7 mg of 3-(3,4-Dimethyl-benzoyl)-6,7-dimethyl-1H-[1,8]naphthyridin-4-one as a brown solid. Starting materials: C(C)OC(C(CCCCCC)OC1=CC=C(C=C1)C1=CCCCCCC1)=O (α-[p-(1-cyclooctenyl)-phenoxy]-octanoic acid ethyl ester), [OH-].[Na+] (sodium hydroxide). Solvent: C(C)O (ethanol). Run at time 2 hour. The product is C1(=CCCCCCC1)C1=CC=C(OC(C(=O)O)CCCCCC)C=C1 (α-[p-(1-cyclooctenyl)-phenoxy]-octanoic acid). Reaction SMILES: C([O:3][C:4](=[O:27])[CH:5]([O:12][C:13]1[CH:18]=[CH:17][C:16]([C:19]2[CH2:26][CH2:25][CH2:24][CH2:23][CH2:22][CH2:21][CH:20]=2)=[CH:15][CH:14]=1)[CH2:6][CH2:7][CH2:8][CH2:9][CH2:10][CH3:11])C.[OH-].[Na+]>C(O)C>[C:19]1([C:16]2[CH:15]=[CH:14][C:13]([O:12][CH:5]([CH2:6][CH2:7][CH2:8][CH2:9][CH2:10][CH3:11])[C:4]([OH:27])=[O:3])=[CH:18][CH:17]=2)[CH2:26][CH2:25][CH2:24][CH2:23][CH2:22][CH2:21][CH:20]=1 |f:1.2|. Reported procedure: To 34 g of α-[p-(1-cyclooctenyl)-phenoxy]-octanoic acid ethyl ester in 120 ml of ethanol are added 120 ml of 2N sodium hydroxide solution and the mixture is stirred for 11/2hours at room temperature. The reaction mixture is then evaporated to dryness in vacuo and the residue partitioned between N-hydrochloric acid and ether. The organic phase is washed until neutral, dried over sodium sulphate and evaporated to dryness in vacuo. The residue is distilled at 0.07 mm/205°-210° C. The distillate is ... Yields the product CCCCCCCCCCCC(=O)N(C)CC(=O)OCCC. Reaction SMILES: [C:1]([CH2:2][CH2:3][CH2:4][CH2:5][CH2:6][CH2:7][CH2:8][CH2:9][CH2:10][CH2:11][CH3:12])(=[O:13])[N:14]([CH3:15])[CH2:16][C:17](=[O:18])[OH:19].[CH2:25]([CH2:26][CH3:27])[OH:28].[S:20](=[O:21])(=[O:22])([OH:23])[OH:24]>>[C:1]([CH2:2][CH2:3][CH2:4][CH2:5][CH2:6][CH2:7][CH2:8][CH2:9][CH2:10][CH2:11][CH3:12])(=[O:13])[N:14]([CH3:15])[CH2:16][C:17]([O:18][CH2:25][CH2:26][CH3:27])=[O:19]. Reactants: CCCCCCCCCCCC(=O)N(C)CC(=O)O, CCCO, O=S(=O)(O)O. The reactants are CC1=CC=CC2=C1NC(C1=C(N2)N=CC=C1)=O (6,11-dihydro-7-methyl-5H-pyrido-[2,3-b][1,5]benzodiazepin-5-one), CN(C)C=O (DMF), [H-].[Na+] (sodium hydride), [H][H] (hydrogen), C(C)I (ethyl iodide). Reaction conditions: temperature 60 celsius, time 8 hour. Product: C(C)N1C(C2=C(NC3=C1C(=CC=C3)C)N=CC=C2)=O (6,11-Dihydro-6-ethyl-7-methyl-5H-pyrido[2,3-b][1,5]benzodiazepin-5-one). Yield: 47.4%. RXN SMILES: [CH3:1][C:2]1[C:7]2[NH:8][C:9](=[O:17])[C:10]3[CH:16]=[CH:15][CH:14]=[N:13][C:11]=3[NH:12][C:6]=2[CH:5]=[CH:4][CH:3]=1.CN(C=O)C.[H-].[Na+].[H][H].[CH2:27](I)[CH3:28]>>[CH2:27]([N:8]1[C:7]2[C:2]([CH3:1])=[CH:3][CH:4]=[CH:5][C:6]=2[NH:12][C:11]2[N:13]=[CH:14][CH:15]=[CH:16][C:10]=2[C:9]1=[O:17])[CH3:28] |f:2.3|. Procedure details: To a stirred suspension of 1.1 g (5 mmol) 6,11-dihydro-7-methyl-5H-pyrido-[2,3-b][1,5]benzodiazepin-5-one in 20 ml of dry DMF 0.13 g (5.5 mmol) of sodium hydride was added portionwise at room temperature. Once the evolution of hydrogen had ceased, the mixture was heated to 60° C. for 2 h, cooled to 10° C., and then 0.86 g (5.5 mmol) of ethyl iodide was added. The reaction mixture was stirred at room temperature overnight and then concentrated. The residue was poured into water, the solid collect... Starting materials: O1[C@H]2[C@@H]1[C@H](C=C1C[C@H]([C@H]3[C@@H]4CC[C@H](CC)[C@]4(CC[C@@H]3[C@@]21C)C)O)O (1α,2α-epoxypregn-4-ene- 3α,7α-diol), CCCCCC (hexane), C(C)OCC (diethyl ether), C(Cl)Cl (methylene chloride). The reagents and catalysts are [O-2].[O-2].[Mn+4] (manganese dioxide). Solvent: C(Cl)(Cl)Cl (chloroform). Yields the product O1[C@H]2[C@@H]1C(C=C1C[C@H]([C@H]3[C@@H]4CC[C@H](CC)[C@]4(CC[C@@H]3[C@@]21C)C)O)=O (1α,2α-epoxy-7a-hydroxypregn-4-en-3-one), ( V ). As a reaction SMILES: [O:1]1[C@H:3]2[C@@H:4]([OH:24])[CH:5]=[C:6]3[C@:20]([CH3:21])([C@@H:2]12)[C@@H:19]1[C@H:9]([C@H:10]2[C@:16]([CH3:22])([CH2:17][CH2:18]1)[C@@H:13]([CH2:14][CH3:15])[CH2:12][CH2:11]2)[C@H:8]([OH:23])[CH2:7]3.CCCCCC.C(OCC)C.C(Cl)Cl>[O-2].[O-2].[Mn+4].C(Cl)(Cl)Cl>[O:1]1[C@H:3]2[C:4](=[O:24])[CH:5]=[C:6]3[C@:20]([CH3:21])([C@@H:2]12)[C@@H:19]1[C@H:9]([C@H:10]2[C@:16]([CH3:22])([CH2:17][CH2:18]1)[C@@H:13]([CH2:14][CH3:15])[CH2:12][CH2:11]2)[C@H:8]([OH:23])[CH2:7]3 |f:4.5.6|. Reported procedure: Thus, alcoholysis of compound (III) with a lower alcohol, such as methanol, ethanol, etc., in the presence of a basic compound, such as anhydrous potassium carbonate, anhydrous sodium carbonate, etc., at a temperature of about 0° to 30° C. yields an 1α,2α-epoxypregn-4-ene-3β,7α-diol derivative of general formula (IV). This 1α,2α-epoxypregn-4-ene- 3α,7α-diol derivative (IV) is oxidized with manganese dioxide in a solvent, such as hexane, diethyl ether, methylene chloride, chloroform, etc., at roo... Reactants: CO, [OH-], [OH-], [Pd+2], COc1ccc2nccc(CCN3CC(O)C(CN(Cc4ccccc4)C(=O)[O-])C3)c2n1. The product is COc1ccc2nccc(CCN3CC(O)C(CN)C3)c2n1. RXN SMILES: [CH3:33][OH:34].[OH-:35].[OH-:36].[Pd+2:37].[c:1]1([CH2:2][N:8]([C:3](=[O:4])[O-:5])[CH2:12][CH:13]2[CH2:14][N:15]([CH2:19][CH2:20][c:21]3[cH:22][cH:23][n:24][c:25]4[cH:26][cH:27][c:28]([O:31][CH3:32])[n:29][c:30]34)[CH2:16][CH:17]2[OH:18])[cH:6][cH:7][cH:9][cH:10][cH:11]1>>[NH2:8][CH2:12][CH:13]1[CH2:14][N:15]([CH2:19][CH2:20][c:21]2[cH:22][cH:23][n:24][c:25]3[cH:26][cH:27][c:28]([O:31][CH3:32])[n:29][c:30]23)[CH2:16][CH:17]1[OH:18]. Starting materials: [BH4-], CC(=O)O, [Na+], [Na+], [OH-], O, O=C(O)CCC(=O)c1ccc(-c2ccccc2)cc1. As a reaction SMILES: [BH4-:22].[CH3:24][C:25](=[O:26])[OH:27].[Na+:21].[Na+:23].[OH-:20].[OH2:28].[c:1]1(-[c:14]2[cH:15][cH:16][cH:17][cH:18][cH:19]2)[cH:2][cH:3][c:4]([C:7](=[O:8])[CH2:9][CH2:10][C:11](=[O:12])[OH:13])[cH:5][cH:6]1>>[c:1]1(-[c:14]2[cH:15][cH:16][cH:17][cH:18][cH:19]2)[cH:2][cH:3][c:4]([CH:7]([OH:8])[CH2:9][CH2:10][C:11](=[O:12])[OH:13])[cH:5][cH:6]1. Product: O=C(O)CCC(O)c1ccc(-c2ccccc2)cc1.